From a dataset of the Open Reaction Database (ORD), a public repository of structured organic reaction records. describe an organic reaction: reactants, conditions, products, and yield Starting materials: O (water), FC(S(=O)(=O)OC=1C=CC=2N(N1)N=CC2C2=NC(=NC=C2)NC2CC2)(F)F (3-[2-(cyclopropylamino)-4-pyrimidinyl]pyrazolo[1,5-b]pyridazin-6-yl trifluoromethanesulfonate), ClC1=C(C=CC=C1)B(O)O (2-chlorophenyl boronic acid), Na2-CO3. Reagents/catalysts: Cl[Pd]([P](C1=CC=CC=C1)(C2=CC=CC=C2)C3=CC=CC=C3)([P](C4=CC=CC=C4)(C5=CC=CC=C5)C6=CC=CC=C6)Cl (Pd(PPh3)2Cl2). Solvent: CN(C)C=O (DMF). Reaction conditions: temperature 100 celsius. Yields the product ClC1=C(C=CC=C1)C=1C=CC=2N(N1)N=CC2C2=NC(=NC=C2)NC2CC2 (4-[6-(2-Chlorophenyl)pyrazolo[1,5-b]pyridazin-3-yl]-N-cyclopropyl-2-pyrimidinamine). Isolated yield 51.7%. As a reaction SMILES: FC(F)(F)S(O[C:7]1[CH:8]=[CH:9][C:10]2[N:11]([N:13]=[CH:14][C:15]=2[C:16]2[CH:21]=[CH:20][N:19]=[C:18]([NH:22][CH:23]3[CH2:25][CH2:24]3)[N:17]=2)[N:12]=1)(=O)=O.[Cl:28][C:29]1[CH:34]=[CH:33][CH:32]=[CH:31][C:30]=1B(O)O.O>CN(C=O)C.Cl[Pd](Cl)([P](C1C=CC=CC=1)(C1C=CC=CC=1)C1C=CC=CC=1)[P](C1C=CC=CC=1)(C1C=CC=CC=1)C1C=CC=CC=1>[Cl:28][C:29]1[CH:34]=[CH:33][CH:32]=[CH:31][C:30]=1[C:7]1[CH:8]=[CH:9][C:10]2[N:11]([N:13]=[CH:14][C:15]=2[C:16]2[CH:21]=[CH:20][N:19]=[C:18]([NH:22][CH:23]3[CH2:25][CH2:24]3)[N:17]=2)[N:12]=1 |^1:46,65|. Procedure: To a solution of 3-[2-(cyclopropylamino)-4-pyrimidinyl]pyrazolo[1,5-b]pyridazin-6-yl trifluoromethanesulfonate (21.0 mg, 0.08 mmol) in DMF (1 mL) was added Pd(PPh3)2Cl2 (5 mg, 0.007 mmol), 2-chlorophenyl boronic acid (15 mg, 0.096 mmol), and Na2-CO3 (21.0 mg in 0.5 mL water). The reaction mixture was heated at an oil bath temperature of 100° C. for about 12 hours. The mixture was cooled to RT and water (20 mL) was added. The aqueous layer was washed with EtOAc (3×50 mL). The combined organic lay... Reactants: BrC=1C=C2C(=CNC2=CC1)CC(=O)O ((5-bromo-1H-indol-3-yl)-acetic acid), C[Si](C)(C)C=[N+]=[N-] ((trimethylsilyl)diazomethane). The solvent is CO (methanol). Product: COC(CC1=CNC2=CC=C(C=C12)Br)=O ((5-Bromo-1H-indol-3-yl)-acetic acid methyl ester). The yield is 99.0%. As a reaction SMILES: [Br:1][C:2]1[CH:3]=[C:4]2[C:8](=[CH:9][CH:10]=1)[NH:7][CH:6]=[C:5]2[CH2:11][C:12]([OH:14])=[O:13].[CH3:15][Si](C=[N+]=[N-])(C)C>CO>[CH3:15][O:13][C:12](=[O:14])[CH2:11][C:5]1[C:4]2[C:8](=[CH:9][CH:10]=[C:2]([Br:1])[CH:3]=2)[NH:7][CH:6]=1. Procedure details: To a solution of (5-bromo-1H-indol-3-yl)-acetic acid (683 mg, 2.69 mmol) in methanol (6 mL) is added (trimethylsilyl)diazomethane (2.0 M solution in hexanes, approximately 6 mL) over two minutes at room temperature. The yellow mixture is concentrated. The residue is taken up in methanol and is concentrated several times to give of the title compound (710 mg, 99%). ES/MS m/e 266.2 (M−2). The reactants are N1(CCCC2=CC=CC=C12)S(=O)(=O)C1=CC=C(C(=O)O)C=C1 (4-(3,4-dihydroquinolin-1(2H)-ylsulfonyl)benzoic acid), COC=1C=C(N)C=CC1 (3-methoxyaniline). Yields the product N1(CCCC2=CC=CC=C12)S(=O)(=O)C1=CC=C(C(=O)NC2=CC(=CC=C2)OC)C=C1 (4-(3,4-dihydroquinolin-1(2H)-ylsulfonyl)-N-(3-methoxyphenyl)benzamide). Reaction SMILES: [N:1]1([S:11]([C:14]2[CH:22]=[CH:21][C:17]([C:18]([OH:20])=O)=[CH:16][CH:15]=2)(=[O:13])=[O:12])[C:10]2[C:5](=[CH:6][CH:7]=[CH:8][CH:9]=2)[CH2:4][CH2:3][CH2:2]1.[CH3:23][O:24][C:25]1[CH:26]=[C:27]([CH:29]=[CH:30][CH:31]=1)[NH2:28]>>[N:1]1([S:11]([C:14]2[CH:22]=[CH:21][C:17]([C:18]([NH:28][C:27]3[CH:29]=[CH:30][CH:31]=[C:25]([O:24][CH3:23])[CH:26]=3)=[O:20])=[CH:16][CH:15]=2)(=[O:13])=[O:12])[C:10]2[C:5](=[CH:6][CH:7]=[CH:8][CH:9]=2)[CH2:4][CH2:3][CH2:2]1. Procedure: 4-(3,4-dihydroquinolin-1(2H)-ylsulfonyl)benzoic acid (1) (100 mg, 0.32 mmol) was treated with 3-methoxyaniline (30 mg, 0.24 mmol) using method B. The residue was purified using flash chromatography eluting with 0-30% EtOAc in hexanes. The resulting solid was triturated with dichloromethane/hexanes to give 4-(3,4-dihydroquinolin-1(2H)-ylsulfonyl)-N-(3-methoxyphenyl)benzamide as a white solid. Yield: 13 mg (13%). 1H-NMR: 10.41 (s, 1H), 8.04 (d, J=8.5 Hz, 2H), 7.74 (d, J=8.5 Hz, 2H), 7.63 (d, J=8.5...